From a dataset of the Open Reaction Database (ORD), a public repository of structured organic reaction records. describe an organic reaction: reactants, conditions, products, and yield RXN SMILES: [CH3:1][O:2][C:3]1[CH:24]=[CH:23][C:22]2[C@H:9]3[CH2:10][CH2:11][C@@:12]4([CH3:21])[C@H:16]([C@@H:8]3[CH2:7][CH2:6][C:5]=2[CH:4]=1)[CH2:15][CH2:14][C@@H:13]4[O:17][C:18](=[O:20])[CH3:19].COC1C=CC2[C@H]3CC[C@@]4(C)[C@H]([C@@H]3CCC=2C=1)CCC4=O>>[CH3:1][O:2][C:3]1[CH:24]=[CH:23][C:22]2[C:9]3=[CH:10][CH2:11][C@@:12]4([CH3:21])[C@H:16]([C@@H:8]3[CH2:7][CH2:6][C:5]=2[CH:4]=1)[CH2:15][CH2:14][C@@H:13]4[O:17][C:18](=[O:20])[CH3:19]. Reactants: COC1=CC=2CC[C@@H]3[C@H](CC[C@@]4([C@H](CC[C@@H]34)OC(C)=O)C)C2C=C1 (3-methoxy-13β-methyl-17β-acetoxygona-1,3,5(10)-triene), COC1=CC=2CC[C@@H]3[C@H](CC[C@@]4(C(CC[C@@H]34)=O)C)C2C=C1 (3-methoxy-13β-methylgona-1,3,5(10)-trien-17-one). Reported procedure: The procedure described in Example 1 hereinbefore was repeated but an equal amount of 3-methoxy-13β-methyl-17β-acetoxygona-1,3,5(10)-triene was substituted for the 3-methoxy-13β-methylgona-1,3,5(10)-trien-17-one that was used in that example. After distilling off the dichloromethane from the electrolyzed solution at a subatmospheric pressure and crystallizing from the remaining solution, 2.0 grams of 3-methoxy-13β-methyl-17β-acetoxygona-1,3,5(10),9(11)-tetraene having a melting point of 110°-113... The product is COC1=CC=2CC[C@@H]3C(=CC[C@@]4([C@H](CC[C@@H]34)OC(C)=O)C)C2C=C1 (3-Methoxy-13β-methyl-17β-acetoxygona-1,3,5(10),9(11)-tetraene). The reactants are CN(C)C=O, O=C(O)C=CC1CCCCC1, O=C(Cl)C(=O)Cl, ClCCl. Yields the product O=C(Cl)C=CC1CCCCC1. Reaction SMILES: [CH3:18][N:19]([CH3:20])[CH:21]=[O:22].[CH:1]1([CH:7]=[CH:8][C:9](=[O:10])[OH:11])[CH2:2][CH2:3][CH2:4][CH2:5][CH2:6]1.[Cl:12][C:13]([C:14]([Cl:15])=[O:16])=[O:17].[Cl:23][CH2:24][Cl:25]>>[CH:1]1([CH:7]=[CH:8][C:9](=[O:11])[Cl:12])[CH2:2][CH2:3][CH2:4][CH2:5][CH2:6]1. Reactants: CCCCOC(=O)NC(C(=O)NCCc1ccc(OCC#Cc2ccc(Cl)cc2)c(OC)c1)C(C)C, CCOCC, ClCCl, Cl, [Na+], [OH-]. Yields the product COc1cc(CCNC(=O)C(N)C(C)C)ccc1OCC#Cc1ccc(Cl)cc1. Reaction SMILES: [CH3:1][O:2][c:3]1[cH:4][c:5]([CH2:20][CH2:21][NH:22][C:23]([CH:24]([CH:25]([CH3:26])[CH3:27])[NH:28][C:29]([O:30][CH2:31][CH2:32][CH2:33][CH3:34])=[O:35])=[O:36])[cH:6][cH:7][c:8]1[O:9][CH2:10][C:11]#[C:12][c:13]1[cH:14][cH:15][c:16]([Cl:19])[cH:17][cH:18]1.[CH3:40][CH2:41][O:42][CH2:43][CH3:44].[Cl:45][CH2:46][Cl:47].[ClH:37].[Na+:39].[OH-:38]>>[CH3:1][O:2][c:3]1[cH:4][c:5]([CH2:20][CH2:21][NH:22][C:23]([CH:24]([CH:25]([CH3:26])[CH3:27])[NH2:28])=[O:36])[cH:6][cH:7][c:8]1[O:9][CH2:10][C:11]#[C:12][c:13]1[cH:14][cH:15][c:16]([Cl:19])[cH:17][cH:18]1. Starting materials: 535, CC(=C)C(=O)OCCO (HEMA), C(C=C)(=O)[O-] (acrylate), [N-]=C=O (isocyanate), NCO, acrylated urethane, polyol, C1(O)=CC=C(O)C=C1 (hydroquinone), [N-]=C=O (isocyanate). Reagents/catalysts: [Sn] (tin). The solvent is C(CCC)O (butanol). Conditions: time 10 minute. The product is C(C=C)(=O)O.NC(=O)OCC (Urethane Acrylate). As a reaction SMILES: C1(C=[CH:7][C:5]([OH:6])=CC=1)O.[C:9]([O-:13])(=[O:12])[CH:10]=[CH2:11].CC(C(OCCO)=O)=C.[N-:23]=[C:24]=[O:25]>[Sn].C(O)CCC>[C:9]([OH:13])(=[O:12])[CH:10]=[CH2:11].[NH2:23][C:24]([O:6][CH2:5][CH3:7])=[O:25] |f:6.7,^3:25|. Procedure: First 700 parts of 535 molecule weight, polyhexyl orthophthalate were added to a glass resin kettle. A heating mantel was used to supply heat. The pot was also fitted with a thermometer and motorized stirrer. While stirring, the polyol was heated to 162° F. (72° C.) to degass at which temperature, 570 parts of isophorone diisocyanate (IPDI) were added. The temperature dropped to 130° F. (54° C.), but after 10 minutes began to rise again. Ten minutes later the material had exothermed to a peak te... Starting materials: [H-].[Na+] (sodium hydride), Cl (hydrochloric acid), C[C@@]12CC[C@@H](C1(C)C)CC2=O (d-camphor), C(C)(C)(C)C=1C=C(C=O)C=C(C1O)C(C)(C)C (3,5-di-tert-butyl-4-hydroxybenzaldehyde). Run in C(C)O (ethanol), O (water), COCCOC (1,2-dimethoxyethane), C(C)O (ethanol). Product: C12(C(=O)CC(CC1)C2(C)C)C (camphor). Isolated yield 109.1%. As a reaction SMILES: [CH3:1][C@:2]12[C:10](=[O:11])[CH2:9][C@H:5]([C:6]1([CH3:8])[CH3:7])[CH2:4][CH2:3]2.[H-].[Na+].C(C1C=C(C=C(C(C)(C)C)C=1O)C=O)(C)(C)C.Cl>COCCOC.C(O)C.O>[C:2]12([CH3:1])[C:6]([CH3:8])([CH3:7])[CH:5]([CH2:4][CH2:3]1)[CH2:9][C:10]2=[O:11] |f:1.2|. Reported procedure: 50 g (0.328 mol) of d-camphor are dissolved in 400 cm3 of 1,2-dimethoxyethane. 17.5 g of sodium hydride (0.73 mol) are added and the mixture is brought to reflux for one hour. 70 g (0.3 mol) of 3,5-di-tert-butyl-4-hydroxybenzaldehyde are added and the mixture is heated under reflux for 10 hours. After being cooled, the reaction medium is gradually diluted with 100 cm3 of ethanol and then with 100 cm3 of water. The mixture is acidified by adding 10% strength hydrochloric acid. The precipitate for... Reactants: CCO, CC(C)O, COCCOc1cc2nncc(Cl)c2cc1OC, [K+], [OH-], O=C(Nc1ccccc1)c1cccc(CS)c1. The product is COCCOc1cc2nncc(SCc3cccc(C(=O)Nc4ccccc4)c3)c2cc1OC. RXN SMILES: [CH3:42][CH2:43][OH:44].[CH:38]([OH:39])([CH3:40])[CH3:41].[Cl:1][c:2]1[cH:3][n:4][n:5][c:6]2[cH:7][c:8]([O:14][CH2:15][CH2:16][O:17][CH3:18])[c:9]([O:12][CH3:13])[cH:10][c:11]12.[K+:37].[OH-:36].[SH:19][CH2:20][c:21]1[cH:22][c:23]([C:24](=[O:25])[NH:26][c:27]2[cH:28][cH:29][cH:30][cH:31][cH:32]2)[cH:33][cH:34][cH:35]1>>[c:2]1([S:19][CH2:20][c:21]2[cH:22][c:23]([C:24](=[O:25])[NH:26][c:27]3[cH:28][cH:29][cH:30][cH:31][cH:32]3)[cH:33][cH:34][cH:35]2)[cH:3][n:4][n:5][c:6]2[cH:7][c:8]([O:14][CH2:15][CH2:16][O:17][CH3:18])[c:9]([O:12][CH3:13])[cH:10][c:11]12. Reactants: I.COC(CNC(=NN1CCN(CC1)C1=CC=C(C=C1)OC)SC)OC (methyl N-(2,2-dimethoxyethyl)-N'-[4-(4-methoxyphenyl)-1-piperazinyl]carbamimidothioate monohydroiodide), Cl (hydrochloric acid), [OH-].[Na+] (sodium hydroxide). Product: COC1=CC=C(C=C1)N1CCN(CC1)N1C(=NC=C1)SC (1-(4-methoxyphenyl)-4-[2-(methylthio)-1H-imidazol-1-yl]piperazine). Yield: 100.0%. RXN SMILES: I.CO[CH:4](OC)[CH2:5][NH:6][C:7]([S:23][CH3:24])=[N:8][N:9]1[CH2:14][CH2:13][N:12]([C:15]2[CH:20]=[CH:19][C:18]([O:21][CH3:22])=[CH:17][CH:16]=2)[CH2:11][CH2:10]1.Cl.[OH-].[Na+]>>[CH3:22][O:21][C:18]1[CH:19]=[CH:20][C:15]([N:12]2[CH2:13][CH2:14][N:9]([N:8]3[CH:4]=[CH:5][N:6]=[C:7]3[S:23][CH3:24])[CH2:10][CH2:11]2)=[CH:16][CH:17]=1 |f:0.1,3.4|. Reported procedure: A mixture of 6 parts of methyl N-(2,2-dimethoxyethyl)-N'-[4-(4-methoxyphenyl)-1-piperazinyl]carbamimidothioate monohydroiodide and 30 parts of a hydrochloric acid solution 6N is stirred and refluxed for 1 hour. The reaction mixture is cooled and adjusted to pH 10 with sodium hydroxide a solution. The precipitated product is filtered off and crystallized from 4-methyl-2-pentanone, yielding 3.7 parts (100%) of 1-(4-methoxyphenyl)-4-[2-(methylthio)-1H-imidazol-1-yl]piperazine, mp. 140.1° C.